This data is from the Open Reaction Database (ORD), a public repository of structured organic reaction records. The task is: describe an organic reaction: reactants, conditions, products, and yield Reactants: O=C([O-])[O-], Cc1nc(-n2cn[nH]c2=O)sc1C(=O)NCc1cccnc1, CS(=O)(=O)OCC1CC1(F)F, CN(C)C=O, CCOC(C)=O, [K+], [K+]. Yields the product Cc1nc(-n2cnn(CC3CC3(F)F)c2=O)sc1C(=O)NCc1cccnc1. RXN SMILES: [C:23](=[O:24])([O-:25])[O-:26].[CH3:1][c:2]1[n:3][c:4](-[n:17]2[cH:18][n:19][nH:20][c:21]2=[O:22])[s:5][c:6]1[C:7](=[O:8])[NH:9][CH2:10][c:11]1[cH:12][n:13][cH:14][cH:15][cH:16]1.[CH3:29][S:30]([O:31][CH2:34][CH:35]1[C:36]([F:38])([F:39])[CH2:37]1)(=[O:32])=[O:33].[CH3:40][N:41]([CH3:42])[CH:43]=[O:44].[CH3:45][CH2:46][O:47][C:48](=[O:49])[CH3:50].[K+:27].[K+:28]>>[CH3:1][c:2]1[n:3][c:4](-[n:17]2[cH:18][n:19][n:20]([CH2:34][CH:35]3[C:36]([F:38])([F:39])[CH2:37]3)[c:21]2=[O:22])[s:5][c:6]1[C:7](=[O:8])[NH:9][CH2:10][c:11]1[cH:12][n:13][cH:14][cH:15][cH:16]1.